Dataset: the Open Reaction Database (ORD), a public repository of structured organic reaction records. Task: describe an organic reaction: reactants, conditions, products, and yield The yield is 64.4%. Reagents/catalysts: [N+](CCCC)(CCCC)(CCCC)CCCC.[I-] (nBu4NI). Procedure: To a solution of 0.259 g (0.64 mmol) of 2-(S)-(3,5-bis(trifluoromethyl)benzyloxy)-3-(R)-phenylmorpholine (from example 33) in 2 mL of DMF were added 0.16 g (0.77 mmol) of methyl 6-bromohexanoate, 0.155 g (1.12 nmmol) of K2C03 and 2 crystals of nBu4NI. The resulting solution was heated in a 60° C. bath for 36 h, at which time a tlc indicated incomplete reaction. The bath temperature was raised to 100° C. After 3 h the reaction mixture was cooled and diluted with EtOAc. The EtOAc solution was wash... RXN SMILES: [F:1][C:2]([F:28])([F:27])[C:3]1[CH:4]=[C:5]([CH:20]=[C:21]([C:23]([F:26])([F:25])[F:24])[CH:22]=1)[CH2:6][O:7][C@H:8]1[O:13][CH2:12][CH2:11][NH:10][C@@H:9]1[C:14]1[CH:19]=[CH:18][CH:17]=[CH:16][CH:15]=1.Br[CH2:30][CH2:31][CH2:32][CH2:33][CH2:34][C:35]([O:37][CH3:38])=[O:36]>CN(C=O)C.[N+](CCCC)(CCCC)(CCCC)CCCC.[I-].CCOC(C)=O>[F:28][C:2]([F:1])([F:27])[C:3]1[CH:4]=[C:5]([CH:20]=[C:21]([C:23]([F:24])([F:25])[F:26])[CH:22]=1)[CH2:6][O:7][C@H:8]1[O:13][CH2:12][CH2:11][N:10]([CH2:30][CH2:31][CH2:32][CH2:33][CH2:34][C:35]([O:37][CH3:38])=[O:36])[C@@H:9]1[C:14]1[CH:19]=[CH:18][CH:17]=[CH:16][CH:15]=1 |f:3.4|. Conditions: temperature 60 celsius. Solvent: CN(C)C=O (DMF), CCOC(=O)C (EtOAc). The reactants are FC(C=1C=C(CO[C@@H]2[C@H](NCCO2)C2=CC=CC=C2)C=C(C1)C(F)(F)F)(F)F (2-(S)-(3,5-bis(trifluoromethyl)benzyloxy)-3-(R)-phenylmorpholine), BrCCCCCC(=O)OC (methyl 6-bromohexanoate). Yields the product FC(C=1C=C(CO[C@@H]2[C@H](N(CCO2)CCCCCC(=O)OC)C2=CC=CC=C2)C=C(C1)C(F)(F)F)(F)F (2-(S)-(3,5-Bis(trifluoromethyl)benzyloxy)-4-(methoxycarbonylpentyl)-3-(R)-phenylmorpholine). The reactants are Nc1ccc(Br)cc1, CCN(C(C)C)C(C)C, ClCCl, O=C(Cl)c1ccc(C(F)(F)F)cc1F. Product: O=C(Nc1ccc(Br)cc1)c1ccc(C(F)(F)F)cc1F. RXN SMILES: [Br:15][c:16]1[cH:17][cH:18][c:19]([NH2:20])[cH:21][cH:22]1.[CH:23]([N:24]([CH2:25][CH3:26])[CH:27]([CH3:28])[CH3:29])([CH3:30])[CH3:31].[Cl:32][CH2:33][Cl:34].[F:1][c:2]1[c:3]([C:4](=[O:5])[Cl:6])[cH:7][cH:8][c:9]([C:11]([F:12])([F:13])[F:14])[cH:10]1>>[F:1][c:2]1[c:3]([C:4](=[O:5])[NH:20][c:19]2[cH:18][cH:17][c:16]([Br:15])[cH:22][cH:21]2)[cH:7][cH:8][c:9]([C:11]([F:12])([F:13])[F:14])[cH:10]1. The reactants are ClC1=C2NC=NC2=NC=N1 (6-chloro-purine), C1(=CC=CC=C1)P(C1=CC=CC=C1)C1=CC=CC=C1 (triphenylphosphine), N(=NC(=O)OCC)C(=O)OCC (diethyl azodicarboxylate), O([Si](C)(C)C(C)(C)C)[C@@](C(C(=O)O)(F)F)(O)[C@H](O)C(O)O[Si](C)(C)C(C)(C)C (3,5-bis(t-butyldimethylsiloxy)-1-hydroxy-2-desoxy-2,2-difluororibose), O([Si](C)(C)C(C)(C)C)[C@@](C(C(=O)O)(F)F)(O)[C@H](O)C(O)O[Si](C)(C)C(C)(C)C (3,5-bis(t-butyldimethylsiloxy)-1-hydroxy-2-desoxy-2,2-difluororibose). The solvent is O1CCCC1 (tetrahydrofuran), O1CCCC1 (tetrahydrofuran). Reaction conditions: time 60 hour. Yields the product ClC1=C2N=CN(C2=NC=N1)C(=O)C([C@](O)([C@H](O)C(O)O[Si](C)(C)C(C)(C)C)O[Si](C)(C)C(C)(C)C)(F)F (1-(6-chloro-9H-purin-9-yl)-3,5-bis(t-butyldimethylsiloxy)-2-desoxy-2,2-difluororibose). Yield: 34.3%. As a reaction SMILES: [Cl:1][C:2]1[N:10]=[CH:9][N:8]=[C:7]2[C:3]=1[NH:4][CH:5]=[N:6]2.C1(P(C2C=CC=CC=2)C2C=CC=CC=2)C=CC=CC=1.N(C(OCC)=O)=NC(OCC)=O.[O:42]([C@:50]([C@@H:58]([CH:60]([O:62][Si:63]([C:66]([CH3:69])([CH3:68])[CH3:67])([CH3:65])[CH3:64])[OH:61])[OH:59])([OH:57])[C:51]([F:56])([F:55])[C:52](O)=[O:53])[Si:43]([C:46]([CH3:49])([CH3:48])[CH3:47])([CH3:45])[CH3:44]>O1CCCC1>[Cl:1][C:2]1[N:10]=[CH:9][N:8]=[C:7]2[C:3]=1[N:4]=[CH:5][N:6]2[C:52]([C:51]([F:56])([F:55])[C@@:50]([O:42][Si:43]([C:46]([CH3:49])([CH3:48])[CH3:47])([CH3:45])[CH3:44])([C@@H:58]([CH:60]([O:62][Si:63]([C:66]([CH3:69])([CH3:68])[CH3:67])([CH3:65])[CH3:64])[OH:61])[OH:59])[OH:57])=[O:53]. Procedure details: To a solution of 0.77 g (5.0 mmol) of 6-chloro-purine in 50 ml of tetrahydrofuran was added 1.31 g (5.0 mmol) of triphenylphosphine and 0.87 g (5.0 mmol) of diethyl azodicarboxylate. To this solution was added a solution of 1.99 g (5.0 mmol) of 3,5-bis(t-butyldimethylsiloxy)-1-hydroxy-2-desoxy-2,2-difluororibose in tetrahydrofuran. The reaction mixture was stirred at room temperature for approximately 60 hours and an additional 0.66 g (1.7 mmol) of 3,5-bis(t-butyldimethylsiloxy)-1-hydroxy-2-deso... Reactants: CC#N, O=C(CCl)c1ccc(OCc2nnn[nH]2)cc1, c1cc(N2CCNCC2)ccn1. The product is O=C(CN1CCN(c2ccncc2)CC1)c1ccc(OCc2nnn[nH]2)cc1. Reaction SMILES: [CH3:30][C:31]#[N:32].[Cl:1][CH2:2][C:3](=[O:4])[c:5]1[cH:6][cH:7][c:8]([O:9][CH2:10][c:11]2[n:12][n:13][n:14][nH:15]2)[cH:16][cH:17]1.[n:18]1[cH:19][cH:20][c:21]([N:24]2[CH2:25][CH2:26][NH:27][CH2:28][CH2:29]2)[cH:22][cH:23]1>>[CH2:2]([C:3](=[O:4])[c:5]1[cH:6][cH:7][c:8]([O:9][CH2:10][c:11]2[n:12][n:13][n:14][nH:15]2)[cH:16][cH:17]1)[N:27]1[CH2:26][CH2:25][N:24]([c:21]2[cH:20][cH:19][n:18][cH:23][cH:22]2)[CH2:29][CH2:28]1. Starting materials: ClC1=NC(=CC(=C1C(=O)O)C)Cl (2,6-dichloro-4-methyl-pyridine-3-carboxylic acid), C(=O)([O-])[O-].[K+].[K+] (K2CO3), IC (iodomethane), O (water). Run in CN(C)C=O (DMF). Reaction conditions: time 3 hour. Product: COC(=O)C=1C(=NC(=CC1C)Cl)Cl (2,6-dichloro-4-methyl-pyridine-3-carboxylic acid methylester). The yield is 97.5%. As a reaction SMILES: [Cl:1][C:2]1[C:7]([C:8]([OH:10])=[O:9])=[C:6]([CH3:11])[CH:5]=[C:4]([Cl:12])[N:3]=1.[C:13]([O-])([O-])=O.[K+].[K+].IC.O>CN(C=O)C>[CH3:13][O:9][C:8]([C:7]1[C:2]([Cl:1])=[N:3][C:4]([Cl:12])=[CH:5][C:6]=1[CH3:11])=[O:10] |f:1.2.3|. Reported procedure: To a solution of 5.0 g (24.3 mmol) 2,6-dichloro-4-methyl-pyridine-3-carboxylic acid in DMF (73 ml) were added 5.0 g (36.4 mmol) K2CO3 and 7.6 ml (121.3 mmol) iodomethane at 0° C. The reaction mixture was stirred at RT for 3 h and was subsequently poured into water. This mixture was extracted with EtOAc and the organic layer was washed with water and brine, dried over Na2SO4 and concentrated in vacuo. Purification of the residue by CC (hexane/EtOAc 19:1) provided 5.2 g (23.7 mmol, 98%) 2,6-dichlo... The reactants are CC(C)(C)OC(=O)N1CCC(CCN)CC1, C1COCCO1, O=C(NC1CC1)c1cccc2sc(-c3nc(Cl)ncc3Br)cc12, CCN(C(C)C)C(C)C. Product: CC(C)(C)OC(=O)N1CCC(CCNc2ncc(Br)c(-c3cc4c(C(=O)NC5CC5)cccc4s3)n2)CC1. As a reaction SMILES: [C:1]([CH3:2])([CH3:3])([CH3:4])[O:5][C:6](=[O:7])[N:8]1[CH2:9][CH2:10][CH:11]([CH2:14][CH2:15][NH2:16])[CH2:12][CH2:13]1.[CH2:49]1[O:50][CH2:51][CH2:52][O:53][CH2:54]1.[CH:17]1([NH:20][C:21](=[O:22])[c:23]2[cH:24][cH:25][cH:26][c:27]3[s:28][c:29](-[c:32]4[n:33][c:34]([Cl:39])[n:35][cH:36][c:37]4[Br:38])[cH:30][c:31]23)[CH2:18][CH2:19]1.[CH:40]([N:41]([CH:42]([CH3:43])[CH3:44])[CH2:45][CH3:46])([CH3:47])[CH3:48]>>[C:1]([CH3:2])([CH3:3])([CH3:4])[O:5][C:6](=[O:7])[N:8]1[CH2:9][CH2:10][CH:11]([CH2:14][CH2:15][NH:16][c:34]2[n:33][c:32](-[c:29]3[s:28][c:27]4[cH:26][cH:25][cH:24][c:23]([C:21]([NH:20][CH:17]5[CH2:18][CH2:19]5)=[O:22])[c:31]4[cH:30]3)[c:37]([Br:38])[cH:36][n:35]2)[CH2:12][CH2:13]1. Reactants: CC1=C(C=C(C=C1)C(C)(C)O)C(F)(F)F (2-(4-Methyl-3-trifluoromethyl-phenyl)-propan-2-ol), BrN1C(CCC1=O)=O (N-Bromosuccinimide). The reagents and catalysts are C(C1=CC=CC=C1)(=O)OOC(C1=CC=CC=C1)=O (benzoyl peroxide). The solvent is C(Cl)(Cl)(Cl)Cl (CCl4). Reaction conditions: temperature 85 celsius, time 16 hour. Product: BrCC1=C(C=C(C=C1)C(C)(C)O)C(F)(F)F (2-(4-Bromomethyl-3-trifluoromethyl-phenyl)-propan-2-ol). Isolated yield 75.7%. As a reaction SMILES: [CH3:1][C:2]1[CH:7]=[CH:6][C:5]([C:8]([OH:11])([CH3:10])[CH3:9])=[CH:4][C:3]=1[C:12]([F:15])([F:14])[F:13].[Br:16]N1C(=O)CCC1=O>C(Cl)(Cl)(Cl)Cl.C(OOC(=O)C1C=CC=CC=1)(=O)C1C=CC=CC=1>[Br:16][CH2:1][C:2]1[CH:7]=[CH:6][C:5]([C:8]([OH:11])([CH3:10])[CH3:9])=[CH:4][C:3]=1[C:12]([F:13])([F:14])[F:15]. Procedure details: A mixture of 2-(4-Methyl-3-trifluoromethyl-phenyl)-propan-2-ol (0.436 g, 2 mmol), N-Bromosuccinimide (356 mg, 2 mmol) and benzoyl peroxide (15 mg) in CCl4 (8 mL) was stirred at 85° C. for 16 hrs. The reaction mixture was then partitioned between saturated aqueous NaHCO3 and DCM. DCM layer was dried over Na2SO4, filtered, and the solvent evaporated in vacuo to yield a crude solid which was purified via flash chromatography (15% EtOAc in n-heptane) to yield the title compound as a solid (450 mg, 7... Starting materials: O (water), CS(=O)(=O)C1=CC=C(C=C1)C=1NC=CC1C1=CC=C(C=C1)F (2-(4-methylsulfonylphenyl)-3-(4-fluorophenyl)-1H-pyrrole), CN(C)C=O (N,N'-dimethylformamide), C=1(C(=CC=CC1)S(=O)(=O)Cl)C (toluenesulfonyl chloride), [H-].[Na+] (sodium hydride). Run at time 1 hour. Product: C1(=CC=C(C=C1)S(=O)(=O)N1C(=C(C=C1)C1=CC=C(C=C1)F)C1=CC=C(C=C1)S(=O)(=O)C)C (1-(4-Toluenesulfonyl)-2-(4-methylsulfonylphenyl)-3-(4-fluorophenyl)-1H-pyrrole). Isolated yield 100.0%. Reaction SMILES: [CH3:1][S:2]([C:5]1[CH:10]=[CH:9][C:8]([C:11]2[NH:12][CH:13]=[CH:14][C:15]=2[C:16]2[CH:21]=[CH:20][C:19]([F:22])=[CH:18][CH:17]=2)=[CH:7][CH:6]=1)(=[O:4])=[O:3].[H-].[Na+].[C:25]1(C)[C:26]([S:31](Cl)(=[O:33])=[O:32])=[CH:27][CH:28]=[CH:29][CH:30]=1.O.[CH3:37]N(C=O)C>>[C:29]1([CH3:37])[CH:30]=[CH:25][C:26]([S:31]([N:12]2[CH:13]=[CH:14][C:15]([C:16]3[CH:21]=[CH:20][C:19]([F:22])=[CH:18][CH:17]=3)=[C:11]2[C:8]2[CH:7]=[CH:6][C:5]([S:2]([CH3:1])(=[O:3])=[O:4])=[CH:10][CH:9]=2)(=[O:32])=[O:33])=[CH:27][CH:28]=1 |f:1.2|. Procedure details: A solution of 2-(4-methylsulfonylphenyl)-3-(4-fluorophenyl)-1H-pyrrole (31.6 g, 0.1 mole) in 200 ml dry N,N'-dimethylformamide was cooled in an ice bath and treated with sodium hydride (2.4 g, 0.1 mole). The mixture was stirred for one hour and reacted with toluenesulfonyl chloride (19.0 g, 0.1 mole). The mixture was stirred at room temperature and poured into one liter of cold water with vigorous stirring. The resulting precipitate was collected by filtration, washed with water and dried. The o... Reactants: 3-(1-pyrrolidino)phenyl boronic acid, N1C=CC2=CC(=CC=C12)C=1N=C2C(=NC1)NC=C2C(C(C)(C)C)=O (1-[2-(1H-Indol-5-yl)-5H-pyrrolo[2,3-b]pyrazin-7-yl]-2,2-dimethyl-propan-1-one), 3-(1-pyrrolidino)phenyl boronic acid, N1C=CC2=CC=C(C=C12)C=1N=C2C(=NC1)NC=C2C(C(C)(C)C)=O (1-[2-(1H-Indol-6-yl)-5H-pyrrolo[2,3-b]pyrazin-7-yl]-2,2-dimethyl-propan-1-one), 3-(1-pyrrolidino)phenyl boronic acid. Yields the product N1C=CC2=C(C=CC=C12)C=1N=C2C(=NC1)NC=C2C(C(C)(C)C)=O (1-[2-(1H-Indol-4-yl)-5H-pyrrolo[2,3-b]pyrazin-7-yl]-2,2-dimethyl-propan-1-one). As a reaction SMILES: [NH:1]1[C:9]2[C:4](=[CH:5][CH:6]=[C:7]([C:10]3[N:11]=[C:12]4[C:18]([C:19](=[O:24])[C:20]([CH3:23])([CH3:22])[CH3:21])=[CH:17][NH:16][C:13]4=[N:14][CH:15]=3)[CH:8]=2)[CH:3]=[CH:2]1.N1C2C(=CC(C3N=C4C(C(=O)C(C)(C)C)=CNC4=NC=3)=CC=2)C=C1>>[NH:1]1[C:9]2[C:8](=[C:7]([C:10]3[N:11]=[C:12]4[C:18]([C:19](=[O:24])[C:20]([CH3:23])([CH3:21])[CH3:22])=[CH:17][NH:16][C:13]4=[N:14][CH:15]=3)[CH:6]=[CH:5][CH:4]=2)[CH:3]=[CH:2]1. Procedure: Substituting indole 4-boronic acid for 3-(1-pyrrolidino)phenyl boronic acid. MP=257-258 C, (M+H)+=319. 1-[2-(1H-Indol-6-yl)-5H-pyrrolo[2,3-b]pyrazin-7-yl]-2,2-dimethyl-propan-1-one. Substituting indole 6-boronic acid for 3-(1-pyrrolidino)phenyl boronic acid. MP=>300 C, (M+H)+=319. 1-[2-(1H-Indol-5-yl)-5H-pyrrolo[2,3-b]pyrazin-7-yl]-2,2-dimethyl-propan-1-one. Substituting 5-indoleboronic acid for 3-(1-pyrrolidino)phenyl boronic acid. MP=296-297 C, (M+H)=319. Reactants: C(C1=CC=CC=C1)(=O)Cl (benzoyl chloride), [Cl-].[Al+3].[Cl-].[Cl-] (aluminium chloride), ClC1=C(C=CC=C1)Cl (1,2-dichloro benzene), three, ice water. Solvent: C1(=CC=CC=C1)C (toluene). Run at time 12 hour. Yields the product ClC=1C=C(C(=O)C2=CC=CC=C2)C=CC1Cl (3,4-dichlorobenzophenone). Yield: 346.5%. Reaction SMILES: [C:1](Cl)(=[O:8])[C:2]1[CH:7]=[CH:6][CH:5]=[CH:4][CH:3]=1.[Cl-].[Al+3].[Cl-].[Cl-].[Cl:14][C:15]1[CH:20]=[CH:19][CH:18]=[CH:17][C:16]=1[Cl:21]>C1(C)C=CC=CC=1>[Cl:14][C:15]1[CH:20]=[C:19]([CH:18]=[CH:17][C:16]=1[Cl:21])[C:1]([C:2]1[CH:7]=[CH:6][CH:5]=[CH:4][CH:3]=1)=[O:8] |f:1.2.3.4|. Procedure details: 70.3 g of benzoyl chloride was added into the mixture of aluminium chloride (93.3 g) and 1,2-dichloro benzene (14.7 g) using 500 mL three necked flask, then reaction was carried out for 12 hrs. at 120° C. The reaction mixture was poured into 1000 g of ice water in a beaker (5000 mL), and further, 1000 g of toluene was added. The toluene layer was washed by 1000 g of water three times. After condensing the toluene layer under reduced pressure, 87 g of 3,4-dichlorobenzophenone was obtained (yield ...